This data is from the Open Reaction Database (ORD), a public repository of structured organic reaction records. The task is: describe an organic reaction: reactants, conditions, products, and yield The reactants are CNC1CN(C(=O)C2CCN(C(=O)C3(C)CC3)CC2)CC1c1ccc(Cl)c(Cl)c1, O=C(O)CC1CCOCC1. Product: CN(C(=O)CC1CCOCC1)C1CN(C(=O)C2CCN(C(=O)C3(C)CC3)CC2)CC1c1ccc(Cl)c(Cl)c1. Reaction SMILES: [Cl:1][c:2]1[cH:3][c:4]([CH:9]2[CH2:10][N:11]([C:16](=[O:17])[CH:18]3[CH2:19][CH2:20][N:21]([C:24](=[O:25])[C:26]4([CH3:29])[CH2:27][CH2:28]4)[CH2:22][CH2:23]3)[CH2:12][CH:13]2[NH:14][CH3:15])[cH:5][cH:6][c:7]1[Cl:8].[O:30]1[CH2:31][CH2:32][CH:33]([CH2:36][C:37](=[O:38])[OH:39])[CH2:34][CH2:35]1>>[Cl:1][c:2]1[cH:3][c:4]([CH:9]2[CH2:10][N:11]([C:16](=[O:17])[CH:18]3[CH2:19][CH2:20][N:21]([C:24](=[O:25])[C:26]4([CH3:29])[CH2:27][CH2:28]4)[CH2:22][CH2:23]3)[CH2:12][CH:13]2[N:14]([CH3:15])[C:37]([CH2:36][CH:33]2[CH2:32][CH2:31][O:30][CH2:35][CH2:34]2)=[O:39])[cH:5][cH:6][c:7]1[Cl:8]. Reactants: solution, C(CCC)[Li] (n-butyllithium), B(OC(C)C)(OC(C)C)OC(C)C (Triisopropyl borate), IC1=C(C(=NC=C1C)OC)C (4-iodo-2-methoxy-3,5-dimethylpyridine), O (Water). The solvent is CCCCCC (hexane), C1CCOC1 (THF). Run at temperature -78 celsius, time 20 minute. Product: COC1=NC=C(C(=C1C)B(O)O)C ((2-methoxy-3,5-dimethylpyridin-4-yl)boronic acid). As a reaction SMILES: I[C:2]1[C:7]([CH3:8])=[CH:6][N:5]=[C:4]([O:9][CH3:10])[C:3]=1[CH3:11].C([Li])CCC.[B:17](OC(C)C)([O:22]C(C)C)[O:18]C(C)C.O>C1COCC1.CCCCCC>[CH3:10][O:9][C:4]1[C:3]([CH3:11])=[C:2]([B:17]([OH:22])[OH:18])[C:7]([CH3:8])=[CH:6][N:5]=1. Procedure: 4-iodo-2-methoxy-3,5-dimethylpyridine (2.0 g) in THF (40 mL) was cooled to −78° C. A 2.69 M solution of n-butyllithium in hexane (6.5 mL) was added dropwise to the solution over 10 minutes. The mixture was stirred at −78° C. for 20 minutes. Triisopropyl borate (5.26 mL) was added dropwise to the mixture over five minutes. The mixture was stirred with warming to 20° C. over 1.5 hours. Water was added to the reaction mixture, followed by extraction with ethyl acetate. The aqueous layer was neutral... The reactants are solution, C(CCC)[Li] (butyl lithium), CC1(N=C(NC1)CCCCCCCCCCC)C (4,4-dimethyl-2-undecyl-2-imidazoline), BrCCCC (1-bromobutane), O (water). The solvent is CCCCCC (hexane), C1=CC=CC=C1 (benzene). Conditions: time 2 hour. Yields the product CC1(N=C(N(C1)CCCC)CCCCCCCCCCC)C (4,4-Dimethyl-1-n-butyl-2-undecyl-2-imidazoline). Isolated yield 67.0%. As a reaction SMILES: [CH2:1]([Li])[CH2:2][CH2:3][CH3:4].[CH3:6][C:7]1([CH3:23])[CH2:11][NH:10][C:9]([CH2:12][CH2:13][CH2:14][CH2:15][CH2:16][CH2:17][CH2:18][CH2:19][CH2:20][CH2:21][CH3:22])=[N:8]1.BrCCCC.O>CCCCCC.C1C=CC=CC=1>[CH3:6][C:7]1([CH3:23])[CH2:11][N:10]([CH2:1][CH2:2][CH2:3][CH3:4])[C:9]([CH2:12][CH2:13][CH2:14][CH2:15][CH2:16][CH2:17][CH2:18][CH2:19][CH2:20][CH2:21][CH3:22])=[N:8]1. Procedure: 22 ml (55 mmoles) of a 2.5M solution of butyl lithium in hexane are added to 12.62 g (50 mmoles) of 4,4-dimethyl-2-undecyl-2-imidazoline in 50 ml of anhydrous benzene at a temperature kept at around 20° C. The mixture is then stirred for 2 hours at ambient temperature (15° to 20° C.). 8.22 g (60 mmoles) of 1-bromobutane is then added dropwise to the reaction mixture, keeping the temperature at around 20° C. The reaction mixture is then stirred at ambient temperature until it is homogenous, after... Reactants: ClCCCl, CN1CCOCC1, COC(=O)CNCC(=O)OC, Cl, O=C(O)c1ccc(I)cc1, CN(C)C=O, On1nnc2ccccc21. Product: COC(=O)CN(CC(=O)OC)C(=O)c1ccc(I)cc1. Reaction SMILES: [CH2:40]([Cl:41])[CH2:42][Cl:43].[CH3:13][N:14]1[CH2:15][CH2:16][O:17][CH2:18][CH2:19]1.[CH3:2][O:3][C:4]([CH2:5][NH:6][CH2:7][C:8](=[O:9])[O:10][CH3:11])=[O:12].[ClH:1].[I:20][c:21]1[cH:22][cH:23][c:24]([C:25](=[O:26])[OH:27])[cH:28][cH:29]1.[O:44]=[CH:45][N:46]([CH3:47])[CH3:48].[OH:30][n:31]1[c:32]2[c:33]([cH:34][cH:35][cH:36][cH:37]2)[n:38][n:39]1>>[CH3:2][O:3][C:4]([CH2:5][N:6]([CH2:7][C:8](=[O:9])[O:10][CH3:11])[C:25]([c:24]1[cH:23][cH:22][c:21]([I:20])[cH:29][cH:28]1)=[O:26])=[O:12]. The reactants are COCOc1cc(Cl)c(Br)cc1C(C#N)c1ncccc1OCOC, O=C([O-])[O-], [K+], [K+], CN(C)C=O, O. The product is COCOc1cc(Cl)c(Br)cc1C(=O)c1ncccc1OCOC. RXN SMILES: [Br:6][c:7]1[c:8]([Cl:30])[cH:9][c:10]([O:26][CH2:27][O:28][CH3:29])[c:11]([CH:12]([C:13]#[N:14])[c:15]2[n:16][cH:17][cH:18][cH:19][c:20]2[O:21][CH2:22][O:23][CH3:24])[cH:25]1.[C:31](=[O:32])([O-:33])[O-:34].[K+:35].[K+:36].[O:1]=[CH:2][N:3]([CH3:4])[CH3:5].[OH2:37]>>[O:1]=[C:12]([c:11]1[c:10]([O:26][CH2:27][O:28][CH3:29])[cH:9][c:8]([Cl:30])[c:7]([Br:6])[cH:25]1)[c:15]1[n:16][cH:17][cH:18][cH:19][c:20]1[O:21][CH2:22][O:23][CH3:24]. The reactants are NC1=NC=NC(=C1N)N(CC)CC (4,5-diamino-6-diethylaminopyrimidine), C(C1=CC=NC=C1)(=O)O (isonicotinic acid). Run in P(=O)(Cl)(Cl)Cl (phosphorus oxychloride). Yields the product C(C)N(C1=C2NC(=NC2=NC=N1)C1=CC=NC=C1)CC (6-diethylamino-8-(4-pyridyl)purine). Isolated yield 45.9%. RXN SMILES: [NH2:1][C:2]1[C:7]([NH2:8])=[C:6]([N:9]([CH2:12][CH3:13])[CH2:10][CH3:11])[N:5]=[CH:4][N:3]=1.[C:14](O)(=O)[C:15]1[CH:20]=[CH:19][N:18]=[CH:17][CH:16]=1>P(Cl)(Cl)(Cl)=O>[CH2:10]([N:9]([CH2:12][CH3:13])[C:6]1[N:5]=[CH:4][N:3]=[C:2]2[C:7]=1[NH:8][C:14]([C:15]1[CH:20]=[CH:19][N:18]=[CH:17][CH:16]=1)=[N:1]2)[CH3:11]. Procedure: A mixture obtained by grinding homogeneously 5 g of 4,5-diamino-6-diethylaminopyrimidine and 3.4 g of isonicotinic acid in a mortar is added to 110 ml of phosphorus oxychloride under stirring, and refluxed with heating for 3 hours. The reaction solution is concentrated and 180 ml of water is added to the residual oil. The resulting solution is neutralized with an ammonia solution and the precipitated crystals are filtered and washed with water. Recrystallization from ethanol gives 3.4 g of 6-die... Reactants: CC(C)(C)OC(=O)C(C)(C)Sc1nc(CCOc2ccc(-c3ccc(F)cc3)cc2C(=O)N2CCOCC2)cs1, ClCCl, O=C(O)C(F)(F)F. Product: CC(C)(Sc1nc(CCOc2ccc(-c3ccc(F)cc3)cc2C(=O)N2CCOCC2)cs1)C(=O)O. As a reaction SMILES: [C:1]([CH3:2])([CH3:3])([CH3:4])[O:5][C:6]([C:7]([CH3:8])([CH3:9])[S:10][c:11]1[s:12][cH:13][c:14]([CH2:16][CH2:17][O:18][c:19]2[c:20]([C:32](=[O:33])[N:34]3[CH2:35][CH2:36][O:37][CH2:38][CH2:39]3)[cH:21][c:22](-[c:25]3[cH:26][cH:27][c:28]([F:31])[cH:29][cH:30]3)[cH:23][cH:24]2)[n:15]1)=[O:40].[Cl:48][CH2:49][Cl:50].[OH:41][C:42]([C:43]([F:44])([F:45])[F:46])=[O:47]>>[O:5]=[C:6]([C:7]([CH3:8])([CH3:9])[S:10][c:11]1[s:12][cH:13][c:14]([CH2:16][CH2:17][O:18][c:19]2[c:20]([C:32](=[O:33])[N:34]3[CH2:35][CH2:36][O:37][CH2:38][CH2:39]3)[cH:21][c:22](-[c:25]3[cH:26][cH:27][c:28]([F:31])[cH:29][cH:30]3)[cH:23][cH:24]2)[n:15]1)[OH:40]. The reactants are C(C)(C)C1=CC(=C(C(=O)OC)C=C1C1=NN=C(N1)CCOC)C (methyl 4-isopropyl-5-(5-(2-methoxyethyl)-4H-1,2,4-triazol-3-yl)-2-methylbenzoate), C(C)(C)C1=CC(=C(C(=O)OC)C=C1C1=NN=C(N1)CCOC)C (methyl 4-isopropyl-5-(5-(2-methoxyethyl)-4H-1,2,4-triazol-3-yl)-2-methylbenzoate), O.[OH-].[Li+] (lithium hydroxide monohydrate), CO (methanol). Run in O (water). Conditions: time 3 hour. The product is C(C)(C)C1=CC(=C(C(=O)O)C=C1C1=NN=C(N1)CCOC)C (4-Isopropyl-5-(5-(2-methoxyethyl)-4H-1,2,4-triazol-3-yl)-2-methylbenzoic acid). Reaction SMILES: [CH:1]([C:4]1[C:13]([C:14]2[NH:18][C:17]([CH2:19][CH2:20][O:21][CH3:22])=[N:16][N:15]=2)=[CH:12][C:7]([C:8]([O:10]C)=[O:9])=[C:6]([CH3:23])[CH:5]=1)([CH3:3])[CH3:2].O.[OH-].[Li+].CO>O>[CH:1]([C:4]1[C:13]([C:14]2[NH:18][C:17]([CH2:19][CH2:20][O:21][CH3:22])=[N:16][N:15]=2)=[CH:12][C:7]([C:8]([OH:10])=[O:9])=[C:6]([CH3:23])[CH:5]=1)([CH3:3])[CH3:2] |f:1.2.3|. Procedure details: To crude methyl 4-isopropyl-5-(5-(2-methoxyethyl)-4H-1,2,4-triazol-3-yl)-2-methylbenzoate (compound 198.5, 0.12 mmol, 1.0 equiv) from the previous step in a 4-mL vial was added lithium hydroxide monohydrate (10.1 mg, 0.24 mmol, 2.0 equiv), methanol (0.9 mL) and water (0.3 mL). The resulting mixture was stiffed at room temperature for 3 hours followed by 50° C. for 3 hours and 40° C. for 17 hours. The solvents were removed in vacuo and the residue was diluted with water (7 mL) plus saturated NaHC...